From a dataset of the Open Reaction Database (ORD), a public repository of structured organic reaction records. describe an organic reaction: reactants, conditions, products, and yield Reactants: CCc1nc(-c2ccc(F)cc2)cn1-c1ccc(CCNC(=O)Oc2ccccc2)cc1, NS(=O)(=O)c1ccc(Cl)cc1. Yields the product CCc1nc(-c2ccc(F)cc2)cn1-c1ccc(CCNC(=O)NS(=O)(=O)c2ccc(Cl)cc2)cc1. RXN SMILES: [CH2:1]([CH3:2])[c:3]1[n:4](-[c:15]2[cH:16][cH:17][c:18]([CH2:21][CH2:22][NH:23][C:24]([O:25][c:27]3[cH:28][cH:29][cH:30][cH:31][cH:32]3)=[O:26])[cH:19][cH:20]2)[cH:5][c:6](-[c:8]2[cH:9][cH:10][c:11]([F:14])[cH:12][cH:13]2)[n:7]1.[Cl:33][c:34]1[cH:35][cH:36][c:37]([S:40](=[O:41])(=[O:42])[NH2:43])[cH:38][cH:39]1>>[CH2:1]([CH3:2])[c:3]1[n:4](-[c:15]2[cH:16][cH:17][c:18]([CH2:21][CH2:22][NH:23][C:24](=[O:25])[NH:43][S:40]([c:37]3[cH:36][cH:35][c:34]([Cl:33])[cH:39][cH:38]3)(=[O:41])=[O:42])[cH:19][cH:20]2)[cH:5][c:6](-[c:8]2[cH:9][cH:10][c:11]([F:14])[cH:12][cH:13]2)[n:7]1. The reactants are O=C(n1ccnc1)n1ccnc1, O=C(O)Cc1cccc(OCc2ccc(F)cc2)c1, [H-], Nc1nc(=S)ss1, [Na+], C1CCOC1, O, c1c[nH]cn1. Product: O=C(Cc1cccc(OCc2ccc(F)cc2)c1)Nc1nc(=S)ss1. RXN SMILES: [C:20]([n:21]1[cH:22][cH:23][n:24][cH:25]1)([n:26]1[cH:27][cH:28][n:29][cH:30]1)=[O:31].[F:1][c:2]1[cH:3][cH:4][c:5]([CH2:6][O:7][c:8]2[cH:9][c:10]([CH2:14][C:15](=[O:16])[OH:17])[cH:11][cH:12][cH:13]2)[cH:18][cH:19]1.[H-:37].[NH2:39][c:40]1[s:41][s:42][c:43](=[S:45])[n:44]1.[Na+:38].[O:46]1[CH2:47][CH2:48][CH2:49][CH2:50]1.[OH2:51].[nH:32]1[cH:33][cH:34][n:35][cH:36]1>>[F:1][c:2]1[cH:3][cH:4][c:5]([CH2:6][O:7][c:8]2[cH:9][c:10]([CH2:14][C:15](=[O:16])[NH:39][c:40]3[s:41][s:42][c:43](=[S:45])[n:44]3)[cH:11][cH:12][cH:13]2)[cH:18][cH:19]1. The reactants are C1(=CC=CC=C1)C=1C=CC=2N(C3=CC=C(C=C3C2C1)C1=CC=CC=C1)C=1C=C(OCCCCCCCCS)C=CC1 (8-[3-(3,6-diphenylcarbazole-9-yl)phenoxy]octane-1-thiol), C1=CC=CC=2C3=CC=CC=C3NC12 (carbazole). Yields the product C1=CC=CC=2C3=CC=CC=C3NC12 (Carbazole), C1(=CC=CC=C1)C=1C=CC=2N(C3=CC=C(C=C3C2C1)C1=CC=CC=C1)C1=CC(=CC=C1)OC (3,6-diphenyl-9-(3-methoxyphenyl)carbazole). RXN SMILES: [C:1]1([C:7]2[CH:8]=[CH:9][C:10]3[N:11]([C:26]4[CH:27]=[C:28]([CH:39]=[CH:40][CH:41]=4)[O:29][CH2:30]CCCCCCCS)[C:12]4[C:17]([C:18]=3[CH:19]=2)=[CH:16][C:15]([C:20]2[CH:25]=[CH:24][CH:23]=[CH:22][CH:21]=2)=[CH:14][CH:13]=4)[CH:6]=[CH:5][CH:4]=[CH:3][CH:2]=1.C1C2NC3C(=CC=CC=3)C=2C=CC=1>>[CH:9]1[C:10]2[NH:11][C:12]3[C:17](=[CH:16][CH:15]=[CH:14][CH:13]=3)[C:18]=2[CH:19]=[CH:7][CH:8]=1.[C:1]1([C:7]2[CH:8]=[CH:9][C:10]3[N:11]([C:26]4[CH:41]=[CH:40][CH:39]=[C:28]([O:29][CH3:30])[CH:27]=4)[C:12]4[C:17]([C:18]=3[CH:19]=2)=[CH:16][C:15]([C:20]2[CH:25]=[CH:24][CH:23]=[CH:22][CH:21]=2)=[CH:14][CH:13]=4)[CH:2]=[CH:3][CH:4]=[CH:5][CH:6]=1. Reported procedure: A colorless viscous matter of 8-[3-(3,6-diphenylcarbazole-9-yl)phenoxy]octane-1-thiol (C-4) (hereinafter referred to as carbazole derivative 6) represented by the chemical structure 12 is obtained in the same manner as in preparation of Carbazole Derivative 1 except that 3,6-diphenyl-9-(3-methoxyphenyl)carbazole is used instead of 3,6-bis(5-methylthiophene-2-yl)-9-(4-methoxyphenyl)carbazole (B-2). Reactants: C1C(O1)CO (glycidol), C(CCl)Cl (EDC), C(CCl)Cl.CN(C)C=1C=CN=CC1 (EDC DMAP), CC(C)(C)OC(=O)[C@H](CCC(=O)O)NC(=O)OCC1=CC=CC=C1.C1CCC(CC1)NC2CCCCC2 (Z-Glu-OtBu DCHA). Reagents/catalysts: CN(C)C=1C=CN=CC1 (DMAP). Run in ClCCl (dichloromethane). Product: C(C1CO1)OC([C@@H](N)CCC(=O)O)=O (Glutamic Acid Glycidyl Ester). The yield is 141.4%. RXN SMILES: C[C:2]([O:5][C:6]([C@@H:8]([NH:14]C(OCC1C=CC=CC=1)=O)[CH2:9][CH2:10][C:11]([OH:13])=[O:12])=[O:7])([CH3:4])C.C1CCC(NC2CCCCC2)CC1.C1[O:40][CH:39]1CO.C(Cl)CCl.C(Cl)CCl.CN(C1C=CN=CC=1)C>ClCCl.CN(C1C=CN=CC=1)C>[CH2:2]([O:5][C:6](=[O:7])[C@H:8]([CH2:9][CH2:10][C:11]([OH:13])=[O:12])[NH2:14])[CH:4]1[O:40][CH2:39]1 |f:0.1,4.5|. Reported procedure: A solution of 1720 mg (3.38 mmol) of Z-Glu-OtBu DCHA in 17 mL of dichloromethane was cooled to 0° C. and treated with 0.448 mL (6.75 mmol, 2.0 equiv) of glycidol, 41.2 mg (0.338 mmol, 0.1 equiv) of DMAP and 970 mg (5.06 mmol, 1.5 equiv) of EDC according to the general procedure for EDC/DMAP esterification. Purification by flash chromatography (30×150 mm silica gel, 35% ethyl acetate/hexane) gave 971 mg (73%) of the title compound: 1H NMR (300 MHz, CD3OD) δ7.38-7.24 (m, 5H), 5.09 (s, 2H), 4.41 (d...